This data is from the Open Reaction Database (ORD), a public repository of structured organic reaction records. The task is: describe an organic reaction: reactants, conditions, products, and yield The reactants are ClC=1C(=NC=NC1Cl)N (5,6-dichloropyrimidin-4-amine), C1NCC12CCN(CC2)C(=O)OC(C)(C)C (tert-butyl 2,7-diazaspiro[3.5]nonane-7-carboxylate), O(C1=CC=CC=C1)C1=CC=C(C=C1)B(O)O ((4-phenoxyphenyl)boronic acid), C(C=C)(=O)Cl (acryloyl chloride). The product is NC1=C(C(=NC=N1)N1CC2(C1)CCN(CC2)C(C=C)=O)C2=CC=C(C=C2)OC2=CC=CC=C2 (1-(2-(6-amino-5-(4-phenoxyphenyl)pyrimidin-4-yl)-2,7-diazaspiro[3.5]nonan-7-yl)prop-2-en-1-one). Reaction SMILES: Cl[C:2]1[C:3]([NH2:9])=[N:4][CH:5]=[N:6][C:7]=1Cl.[CH2:10]1[C:13]2([CH2:18][CH2:17][N:16]([C:19]([O:21]C(C)(C)C)=O)[CH2:15][CH2:14]2)[CH2:12][NH:11]1.[O:26]([C:33]1[CH:38]=[CH:37][C:36](B(O)O)=[CH:35][CH:34]=1)[C:27]1[CH:32]=[CH:31][CH:30]=[CH:29][CH:28]=1.[C:42](Cl)(=O)[CH:43]=C>>[NH2:9][C:3]1[N:4]=[CH:5][N:6]=[C:7]([N:11]2[CH2:10][C:13]3([CH2:14][CH2:15][N:16]([C:19](=[O:21])[CH:42]=[CH2:43])[CH2:17][CH2:18]3)[CH2:12]2)[C:2]=1[C:30]1[CH:31]=[CH:32][C:27]([O:26][C:33]2[CH:38]=[CH:37][CH:36]=[CH:35][CH:34]=2)=[CH:28][CH:29]=1. Procedure: 1-(2-(6-amino-5-(4-phenoxyphenyl)pyrimidin-4-yl)-2,7-diazaspiro[3.5]nonan-7-yl)prop-2-en-1-one was prepared from 5,6-dichloropyrimidin-4-amine, tert-butyl 2,7-diazaspiro[3.5]nonane-7-carboxylate, (4-phenoxyphenyl)boronic acid, and acryloyl chloride in four steps according to general scheme 2, using methods I, C, D and G. MS: m/z=442 [M+H]+. 1H-NMR (400 MHz, DMSO-d6) δ 8.31 (s, 1H), 7.43 (t, 2H), 7.34 (d, 2H), 7.18 (t, 1H), 7.11 (d, 4H), 7.04 (bs, 1H), 6.77 (dd, 1H), 6.06 (dd, 1H), 5.65 (dd, 1H),... The reactants are BrC1=CC=C(C=C1)CC(=O)C1=C(C=C(C=C1)O)O (2-(4-bromophenyl)-1-(2,4-dihydroxyphenyl)ethanone), C(#N)[Cu] (CuCN), O (Water), CCOC(=O)C (EtOAc). The solvent is CN(C)C=O (DMF). Run at temperature 150 celsius, time 6 hour. Product: OC1=C(C=CC(=C1)O)C(CC1=CC=C(C#N)C=C1)=O (4-(2-(2,4-dihydroxyphenyl)-2-oxoethyl)benzonitrile). The yield is 36.3%. Reaction SMILES: Br[C:2]1[CH:7]=[CH:6][C:5]([CH2:8][C:9]([C:11]2[CH:16]=[CH:15][C:14]([OH:17])=[CH:13][C:12]=2[OH:18])=[O:10])=[CH:4][CH:3]=1.[C:19]([Cu])#[N:20].O.CCOC(C)=O>CN(C=O)C>[OH:18][C:12]1[CH:13]=[C:14]([OH:17])[CH:15]=[CH:16][C:11]=1[C:9](=[O:10])[CH2:8][C:5]1[CH:6]=[CH:7][C:2]([C:19]#[N:20])=[CH:3][CH:4]=1. Reported procedure: A mixture of 2-(4-bromophenyl)-1-(2,4-dihydroxyphenyl)ethanone (5 g, 16.3 mmol) and CuCN (5.8 g, 65.4 mmol) in DMF (50 ml) was stirred at 150° C. for 6 h under nitrogen. Water (100 ml) and EtOAc (100 ml) was added to the mixture. The precipitate was filtered off and the filtrate was washed with brine (100 ml), dried over Na2SO4 and concentrated to give black oil, which was purified by Combiflash (PE/EtOAc=3/1) to afford product as a yellow powder (1.5 g, 36.6%). MS (ESI): m/z 254.1 [M+1]+. As a reaction SMILES: [F:1][C:2]([F:30])([F:29])[C:3]1[CH:4]=[C:5]([C@H:13]2[O:17][C:16](=[O:18])[N:15]([CH2:19][C:20]3[C:25]([Br:26])=[CH:24][CH:23]=[C:22](Cl)[N:21]=3)[C@H:14]2[CH3:28])[CH:6]=[C:7]([C:9]([F:12])([F:11])[F:10])[CH:8]=1.Cl.[F:32][C:33]1([F:37])[CH2:36][NH:35][CH2:34]1.C(=O)(O)[O-].[Na+].CS(C)=O>CCOC(C)=O>[F:1][C:2]([F:30])([F:29])[C:3]1[CH:4]=[C:5]([C@H:13]2[O:17][C:16](=[O:18])[N:15]([CH2:19][C:20]3[C:25]([Br:26])=[CH:24][CH:23]=[C:22]([N:35]4[CH2:36][C:33]([F:37])([F:32])[CH2:34]4)[N:21]=3)[C@H:14]2[CH3:28])[CH:6]=[C:7]([C:9]([F:12])([F:11])[F:10])[CH:8]=1 |f:1.2,3.4|. The solvent is CCOC(=O)C (EtOAc). Reported procedure: A reaction vessel was charged with (4S,5R)-5-[3,5-bis(trifluoromethyl)phenyl]-3-[(3-bromo-6-chloropyridin-2-yl)methyl]-4-methyl-1,3-oxazolidin-2-one (50 mg, 0.097 mmol), 3,3-difluoroazetidine hydrochloride (125 mg, 0.966 mmol) and sodium bicarbonate (162 mg, 1.932 mmol). DMSO (2 mL) was added. The reaction was heated to 150° C. under an atmosphere of N2. After 16 hours, the reaction was cooled to r.t., diluted with EtOAc (40 mL), and washed with water and brine (10 mL each). The organic layer wa... Run at temperature 150 celsius, time 16 hour. Yields the product FC(C=1C=C(C=C(C1)C(F)(F)F)[C@@H]1[C@@H](N(C(O1)=O)CC1=NC(=CC=C1Br)N1CC(C1)(F)F)C)(F)F ((4S,5R)-5-[3,5-bis(trifluoromethyl)phenyl]-3-{[3-bromo-6-(3,3-difluoroazetidin-1-yl)pyridin-2-yl]methyl}-4-methyl-1,3-oxazolidin-2-one). The reactants are FC(C=1C=C(C=C(C1)C(F)(F)F)[C@@H]1[C@@H](N(C(O1)=O)CC1=NC(=CC=C1Br)Cl)C)(F)F ((4S,5R)-5-[3,5-bis(trifluoromethyl)phenyl]-3-[(3-bromo-6-chloropyridin-2-yl)methyl]-4-methyl-1,3-oxazolidin-2-one), Cl.FC1(CNC1)F (3,3-difluoroazetidine hydrochloride), C([O-])(O)=O.[Na+] (sodium bicarbonate), CS(=O)C (DMSO). The reactants are FC1=C2C=C(NC2=CC=C1OC1=CC=NC2=CC(=C(C=C12)OC)OCCN1CC2(CC2)C(C1)=O)C (5-(2-(4-(4-Fluoro-2-methyl-1H-indol-5-yloxy)-6-methoxyquinolin-7-yloxy)ethyl)-5-azaspiro[2.4]-heptan-7-one), Br[Zn]C[Zn]C[Zn]Br.C1CCCO1 (Nysted reagent). The solvent is O1CCCC1 (tetrahydrofuran). Reaction conditions: time 2 day. Yields the product FC1=C2C=C(NC2=CC=C1OC1=CC=NC2=CC(=C(C=C12)OC)OCCN1CC2(CC2)C(C1)=C)C (4-(4-Fluoro-2-methyl-1H-indol-5-yloxy)-6-methoxy-7-(2-(7-methylene-5-azaspiro[2.4]heptan-5-yl)ethoxy)quinoline). RXN SMILES: [F:1][C:2]1[C:10]([O:11][C:12]2[C:21]3[C:16](=[CH:17][C:18]([O:24][CH2:25][CH2:26][N:27]4[CH2:33][C:32](=O)[C:29]5([CH2:31][CH2:30]5)[CH2:28]4)=[C:19]([O:22][CH3:23])[CH:20]=3)[N:15]=[CH:14][CH:13]=2)=[CH:9][CH:8]=[C:7]2[C:3]=1[CH:4]=[C:5]([CH3:35])[NH:6]2.Br[Zn][CH2:38][Zn]C[Zn]Br.C1OCCC1>O1CCCC1>[F:1][C:2]1[C:10]([O:11][C:12]2[C:21]3[C:16](=[CH:17][C:18]([O:24][CH2:25][CH2:26][N:27]4[CH2:33][C:32](=[CH2:38])[C:29]5([CH2:30][CH2:31]5)[CH2:28]4)=[C:19]([O:22][CH3:23])[CH:20]=3)[N:15]=[CH:14][CH:13]=2)=[CH:9][CH:8]=[C:7]2[C:3]=1[CH:4]=[C:5]([CH3:35])[NH:6]2 |f:1.2|. Reported procedure: The above product from Example 2 (50 mg) was dissolved into anhydrous tetrahydrofuran (5 ml) and Nysted reagent (1.5 eq, 20% solution) was added to the reaction. The reaction was stirred at RT for two days and quenched with NH4Cl solution and extracted with EtOAc followed by washing with water, then brine and dried over Na2SO4 and purified with silica gel column to give the titled compound. Mass: (M+1), 474